From a dataset of the Open Reaction Database (ORD), a public repository of structured organic reaction records. describe an organic reaction: reactants, conditions, products, and yield The reactants are CC1=C2N(C3=CC=CC=C13)C(C(CC2)CC=2N=CN(C2C)C(C2=CC=CC=C2)(C2=CC=CC=C2)C2=CC=CC=C2)=O (8,9-dihydro-10-methyl-7-[(5-methyl-1-trityl-1H-imidazol-4-yl)methyl]-pyrido[1,2-a]indol-6(7H)-one). Run in C(C)(=O)O (acetic acid), O (water). Conditions: time 2 hour. The product is CC1=C2N(C3=CC=CC=C13)C(C(CC2)CC=2N=CNC2C)=O (8,9-dihydro-10-methyl-7-[(5-methyl-1H-imidazol-4-yl)methyl]pyrido[1,2-a]indol-6(7H)-one). RXN SMILES: [CH3:1][C:2]1[C:10]2[C:5](=[CH:6][CH:7]=[CH:8][CH:9]=2)[N:4]2[C:11](=[O:41])[CH:12]([CH2:15][C:16]3[N:17]=[CH:18][N:19](C(C4C=CC=CC=4)(C4C=CC=CC=4)C4C=CC=CC=4)[C:20]=3[CH3:21])[CH2:13][CH2:14][C:3]=12>C(O)(=O)C.O>[CH3:1][C:2]1[C:10]2[C:5](=[CH:6][CH:7]=[CH:8][CH:9]=2)[N:4]2[C:11](=[O:41])[CH:12]([CH2:15][C:16]3[N:17]=[CH:18][NH:19][C:20]=3[CH3:21])[CH2:13][CH2:14][C:3]=12. Procedure: A solution of crude 8,9-dihydro-10-methyl-7-[(5-methyl-1-trityl-1H-imidazol-4-yl)methyl]-pyrido[1,2-a]indol-6(7H)-one in acetic acid (50 ml) and water (15 ml) was stirred at 45° C. for 2 hours and then at 65° C. for 2 hours. After evaporation of the solvent, the residue was diluted with water, neutralized with an aqueous sodium bicarbonate solution, and extracted three times with methylene chloride. The organic layer combined was washed with water and brine, dried over anhydrous magnesium sulfat... Reactants: O=C(n1ccnc1)n1ccnc1, COCCNCCO[Si](C)(C)C(C)(C)C, CC(N)C(=O)OC(C)(C)C, Cl, C1CCOC1, c1c[nH]cn1. The product is COCCN(CCO[Si](C)(C)C(C)(C)C)C(=O)NC(C)C(=O)OC(C)(C)C. As a reaction SMILES: [C:12](=[O:13])([n:14]1[cH:15][cH:16][n:17][cH:18]1)[n:19]1[cH:20][cH:21][n:22][cH:23]1.[C:29]([CH3:30])([CH3:31])([CH3:32])[Si:33]([O:34][CH2:35][CH2:36][NH:37][CH2:38][CH2:39][O:40][CH3:41])([CH3:42])[CH3:43].[C:2]([CH3:3])([CH3:4])([CH3:5])[O:6][C:7]([CH:8]([NH2:9])[CH3:10])=[O:11].[ClH:1].[O:44]1[CH2:45][CH2:46][CH2:47][CH2:48]1.[nH:24]1[cH:25][cH:26][n:27][cH:28]1>>[C:2]([CH3:3])([CH3:4])([CH3:5])[O:6][C:7]([CH:8]([NH:9][C:12](=[O:13])[N:37]([CH2:36][CH2:35][O:34][Si:33]([C:29]([CH3:30])([CH3:31])[CH3:32])([CH3:42])[CH3:43])[CH2:38][CH2:39][O:40][CH3:41])[CH3:10])=[O:11]. Starting materials: CC(C)(C)c1cc(NC(=O)Nc2ccc(-c3cnc4cc(-c5ccnc(CCC=O)c5)ccn34)cc2F)no1, CC(=O)O[BH-](OC(C)=O)OC(C)=O, CCNCC, CC(=O)O, Cl, [Na+]. Yields the product CCN(CC)CCCc1cc(-c2ccn3c(-c4ccc(NC(=O)Nc5cc(C(C)(C)C)on5)c(F)c4)cnc3c2)ccn1. As a reaction SMILES: [C:2]([CH3:3])([CH3:4])([CH3:5])[c:6]1[cH:7][c:8]([NH:11][C:12](=[O:13])[NH:14][c:15]2[c:16]([F:40])[cH:17][c:18](-[c:21]3[cH:22][n:23][c:24]4[n:25]3[cH:26][cH:27][c:28](-[c:30]3[cH:31][c:32]([CH2:36][CH2:37][CH:38]=[O:39])[n:33][cH:34][cH:35]3)[cH:29]4)[cH:19][cH:20]2)[n:9][o:10]1.[C:46]([O:47][BH-:48]([O:49][C:50](=[O:51])[CH3:52])[O:53][C:54](=[O:55])[CH3:56])(=[O:57])[CH3:58].[CH2:41]([CH3:42])[NH:43][CH2:44][CH3:45].[CH3:60][C:61](=[O:62])[OH:63].[ClH:1].[Na+:59]>>[C:2]([CH3:3])([CH3:4])([CH3:5])[c:6]1[cH:7][c:8]([NH:11][C:12](=[O:13])[NH:14][c:15]2[c:16]([F:40])[cH:17][c:18](-[c:21]3[cH:22][n:23][c:24]4[n:25]3[cH:26][cH:27][c:28](-[c:30]3[cH:31][c:32]([CH2:36][CH2:37][CH2:38][N:43]([CH2:41][CH3:42])[CH2:44][CH3:45])[n:33][cH:34][cH:35]3)[cH:29]4)[cH:19][cH:20]2)[n:9][o:10]1.